Dataset: the Open Reaction Database (ORD), a public repository of structured organic reaction records. Task: describe an organic reaction: reactants, conditions, products, and yield Reactants: ClC=1C(=CC(=C(C(=O)NC2=C3CCN(CC3=CC=C2)C(=O)OC(C)(C)C)C1)OC)OC (5-chloro-2,4-dimethoxy-N-[2-(tert-butoxycarbonyl)-1,2,3,4-tetrahydroisoquinolin-5-yl]benzamide), FC(C(=O)O)(F)F (trifluoracetic acid), 3h, C([O-])(O)=O.[Na+] (sodium bicarbonate). The solvent is ClCCl (dichloromethane). Product: C1NCCC2=C(C=CC=C12)NC(C1=C(C=C(C(=C1)Cl)OC)OC)=O (N-(1,2,3,4-Tetrahydroisoquinolin-5-yl)-5-chloro-2,4-dimethoxybenzamide), solid. RXN SMILES: [Cl:1][C:2]1[C:3]([O:30][CH3:31])=[CH:4][C:5]([O:28][CH3:29])=[C:6]([CH:27]=1)[C:7]([NH:9][C:10]1[CH:19]=[CH:18][CH:17]=[C:16]2[C:11]=1[CH2:12][CH2:13][N:14](C(OC(C)(C)C)=O)[CH2:15]2)=[O:8].FC(F)(F)C(O)=O.C(=O)(O)[O-].[Na+]>ClCCl>[CH2:15]1[C:16]2[C:11](=[C:10]([NH:9][C:7](=[O:8])[C:6]3[CH:27]=[C:2]([Cl:1])[C:3]([O:30][CH3:31])=[CH:4][C:5]=3[O:28][CH3:29])[CH:19]=[CH:18][CH:17]=2)[CH2:12][CH2:13][NH:14]1 |f:2.3|. Reported procedure: To a solution of 5-chloro-2,4-dimethoxy-N-[2-(tert-butoxycarbonyl)-1,2,3,4-tetrahydroisoquinolin-5-yl]benzamide (1 g) in dichloromethane (30 ml) at 0° C. was added trifluoracetic acid (3 ml). The mixture was then stirred at room temperature for 3h before pouring into saturated aqueous sodium bicarbonate (100 ml) and extracting with dichloromethane. The organic phase was dried over sodium sulfate and concentrated in vacuo to afford the title compound as an off white solid (700 mg). Reactants: Cc1ccc(F)cc1-n1ncc2c(OC(COCCO[Si](c3ccccc3)(c3ccccc3)C(C)(C)C)C(=O)Nc3ccc(Cl)cn3)ncnc21, C1CCOC1, CCCC[N+](CCCC)(CCCC)CCCC, CS(C)=O, [F-]. The product is Cc1ccc(F)cc1-n1ncc2c(OC(COCCO)C(=O)Nc3ccc(Cl)cn3)ncnc21. As a reaction SMILES: [C:19]([Si:20]([c:21]1[cH:22][cH:23][cH:58][cH:59][cH:60]1)([O:24][CH2:25][CH2:26][O:27][CH2:28][CH:29]([C:30](=[O:31])[NH:32][c:33]1[n:34][cH:35][c:36]([Cl:39])[cH:37][cH:38]1)[O:40][c:41]1[c:42]2[c:43]([n:44][cH:45][n:46]1)[n:47](-[c:50]1[c:51]([CH3:57])[cH:52][cH:53][c:54]([F:56])[cH:55]1)[n:48][cH:49]2)[c:61]1[cH:62][cH:63][cH:64][cH:65][cH:66]1)([CH3:67])([CH3:68])[CH3:69].[CH2:74]1[O:75][CH2:76][CH2:77][CH2:78]1.[CH3:2][CH2:3][CH2:4][CH2:5][N+:6]([CH2:7][CH2:8][CH2:9][CH3:10])([CH2:11][CH2:12][CH2:13][CH3:14])[CH2:15][CH2:16][CH2:17][CH3:18].[CH3:70][S:71]([CH3:72])=[O:73].[F-:1]>>[OH:24][CH2:25][CH2:26][O:27][CH2:28][CH:29]([C:30](=[O:31])[NH:32][c:33]1[n:34][cH:35][c:36]([Cl:39])[cH:37][cH:38]1)[O:40][c:41]1[c:42]2[c:43]([n:44][cH:45][n:46]1)[n:47](-[c:50]1[c:51]([CH3:57])[cH:52][cH:53][c:54]([F:56])[cH:55]1)[n:48][cH:49]2. Reaction SMILES: [NH:1]1[C:5]([N:6]([C:15]([O:17]CC(Cl)(Cl)Cl)=O)C(OCC(Cl)(Cl)Cl)=O)=[CH:4][CH:3]=[N:2]1.[C:23]1([C:29]2[N:33]=[C:32]([N:34]3[CH2:39][CH2:38][NH:37][CH2:36][CH2:35]3)[S:31][N:30]=2)[CH:28]=[CH:27][CH:26]=[CH:25][CH:24]=1.C(N(C(C)C)CC)(C)C.O>CS(C)=O>[C:23]1([C:29]2[N:33]=[C:32]([N:34]3[CH2:39][CH2:38][N:37]([C:15]([NH:6][C:5]4[CH:4]=[CH:3][NH:2][N:1]=4)=[O:17])[CH2:36][CH2:35]3)[S:31][N:30]=2)[CH:24]=[CH:25][CH:26]=[CH:27][CH:28]=1. Conditions: temperature 70 celsius, time 8 hour. Reactants: O (Water), N1N=CC=C1N(C(=O)OCC(Cl)(Cl)Cl)C(=O)OCC(Cl)(Cl)Cl (bis(2,2,2-trichloroethyl) 1H-pyrazol-5-ylimidodicarbonate), C1(=CC=CC=C1)C1=NSC(=N1)N1CCNCC1 (1-(3-phenyl-1,2,4-thiadiazol-5-yl)piperazine), C(C)(C)N(CC)C(C)C (diisopropylethylamine). Isolated yield 10.5%. Solvent: CS(=O)C (dimethylsulfoxide). Procedure details: A mixture of bis(2,2,2-trichloroethyl) 1H-pyrazol-5-ylimidodicarbonate (264 mg, 0.609 mmol), 1-(3-phenyl-1,2,4-thiadiazol-5-yl)piperazine (300 mg, 1.22 mmol) and diisopropylethylamine (0.106 ml, 0.609 mmol) in dimethylsulfoxide (4.0 ml) was stirred at 70° C. for 8 hours. Water was poured into the reaction mixture and the mixture was extracted with ethyl acetate. The extract was washed with water and dried over anhydrous magnesium sulfate and the solvent was distilled off under reduced pressure. ... Product: C1(=CC=CC=C1)C1=NSC(=N1)N1CCN(CC1)C(=O)NC1=NNC=C1 (4-(3-Phenyl-1,2,4-thiadiazol-5-yl)-N-1H-pyrazol-3-ylpiperazine-1-carboxamide). Starting materials: BrC=1C=2N(C3=C(C1)N(C(=C3)C)CC3=CC(=CC(=C3)Cl)CO[Si](C3=CC=CC=C3)(C3=CC=CC=C3)C(C)(C)C)C(=NN2)C (4-Bromo-6-[3-({[tert-butyl(diphenyl)silyl]oxy}methyl)-5-chlorobenzyl]-1,7-dimethyl-6H-pyrrolo[2,3-e][1,2,4]triazolo[4,3-a]pyridine), CCCC[N+](CCCC)(CCCC)CCCC.[F-] (TBAF). Solvent: O (water), C1CCOC1 (THF), C1CCOC1 (THF). Yields the product BrC=1C=2N(C3=C(C1)N(C(=C3)C)CC=3C=C(C=C(C3)Cl)CO)C(=NN2)C ({3-[(4-Bromo-1,7-dimethyl-6H-pyrrolo[2,3-e][1,2,4]triazolo[4,3-a]pyridin-6-yl)methyl]-5-chlorophenyl}methanol). As a reaction SMILES: [Br:1][C:2]1[C:3]2[N:4]([C:39]([CH3:42])=[N:40][N:41]=2)[C:5]2[CH:10]=[C:9]([CH3:11])[N:8]([CH2:12][C:13]3[CH:18]=[C:17]([Cl:19])[CH:16]=[C:15]([CH2:20][O:21][Si](C(C)(C)C)(C4C=CC=CC=4)C4C=CC=CC=4)[CH:14]=3)[C:6]=2[CH:7]=1.CCCC[N+](CCCC)(CCCC)CCCC.[F-]>C1COCC1.O>[Br:1][C:2]1[C:3]2[N:4]([C:39]([CH3:42])=[N:40][N:41]=2)[C:5]2[CH:10]=[C:9]([CH3:11])[N:8]([CH2:12][C:13]3[CH:14]=[C:15]([CH2:20][OH:21])[CH:16]=[C:17]([Cl:19])[CH:18]=3)[C:6]=2[CH:7]=1 |f:1.2|. Reported procedure: 4-Bromo-6-[3-({[tert-butyl(diphenyl)silyl]oxy}methyl)-5-chlorobenzyl]-1,7-dimethyl-6H-pyrrolo[2,3-e][1,2,4]triazolo[4,3-a]pyridine (2.1 g, 3.2 mmol, from Step 3) in THF (30 mL) was treated with 1.0 M TBAF in THF (6.4 mL, 6.4 mmol, Aldrich) for 1 hour. The reaction mixture was diluted with water and extracted with three portions of EtOAc. The combined organic extracts were washed with brine, dried over sodium sulfate, filtered and concentrated. The product was purified by flash chromatography, el... Reported procedure: A solution of 4-(5-fluoro-1H-indol-3-yl)-cyclohexanone (2.31 g, mmol), benzylamine (1.1 g, 10 mmol), sodium triacetoxyborohydride (3.1 g, 14 mmol) and acetic acid (0.57 ml) in 1,2-dichloroethane (30 ml) was allowed to stir at room temperature for 4 hours. The reaction was quenched with 1N sodium hydroxide (10 ml), extracted with methylene chloride (3×60 ml) and washed with brine (3×60 ml). The organic layer was dried over anhydrous sodium sulfate and filtered. Chromatography (ethyl acetate-hexan... Conditions: time 4 hour. Starting materials: FC=1C=C2C(=CNC2=CC1)C1CCC(CC1)=O (4-(5-fluoro-1H-indol-3-yl)-cyclohexanone), C(C)(=O)O (acetic acid), C(C1=CC=CC=C1)N (benzylamine), C(C)(=O)O[BH-](OC(C)=O)OC(C)=O.[Na+] (sodium triacetoxyborohydride). Yield: 15.8%. Run in ClCCCl (1,2-dichloroethane). Yields the product FC=1C=C2C(=CNC2=CC1)[C@@H]1CC[C@H](CC1)NCC1=CC=CC=C1 ((trans)-4-(5-Fluoro-1H-indol-3-yl)-cyclohexyl-benzyl Amine). RXN SMILES: [F:1][C:2]1[CH:3]=[C:4]2[C:8](=[CH:9][CH:10]=1)[NH:7][CH:6]=[C:5]2[CH:11]1[CH2:16][CH2:15][C:14](=O)[CH2:13][CH2:12]1.[CH2:18]([NH2:25])[C:19]1[CH:24]=[CH:23][CH:22]=[CH:21][CH:20]=1.C(O[BH-](OC(=O)C)OC(=O)C)(=O)C.[Na+].C(O)(=O)C>ClCCCl>[F:1][C:2]1[CH:3]=[C:4]2[C:8](=[CH:9][CH:10]=1)[NH:7][CH:6]=[C:5]2[C@H:11]1[CH2:16][CH2:15][C@H:14]([NH:25][CH2:18][C:19]2[CH:24]=[CH:23][CH:22]=[CH:21][CH:20]=2)[CH2:13][CH2:12]1 |f:2.3|. Starting materials: C1CCOC1, COC(=O)Cc1cccc(OCCCN(Cc2cccc(C(F)(F)F)c2Cl)CC(c2ccccc2)c2ccccc2)c1, CC(C)[N-]C(C)C, CCI, [Li+]. Yields the product CCC(CC)(C(=O)OC)c1cccc(OCCCN(Cc2cccc(C(F)(F)F)c2Cl)CC(c2ccccc2)c2ccccc2)c1. RXN SMILES: [CH2:54]1[O:55][CH2:56][CH2:57][CH2:58]1.[CH3:1][O:2][C:3]([CH2:4][c:5]1[cH:6][c:7]([O:11][CH2:12][CH2:13][CH2:14][N:15]([CH2:16][CH:17]([c:18]2[cH:19][cH:20][cH:21][cH:22][cH:23]2)[c:24]2[cH:25][cH:26][cH:27][cH:28][cH:29]2)[CH2:30][c:31]2[c:32]([Cl:41])[c:33]([C:37]([F:38])([F:39])[F:40])[cH:34][cH:35][cH:36]2)[cH:8][cH:9][cH:10]1)=[O:42].[CH:43]([CH3:44])([N-:45][CH:46]([CH3:47])[CH3:48])[CH3:49].[I:51][CH2:52][CH3:53].[Li+:50]>>[CH3:1][O:2][C:3]([C:4]([c:5]1[cH:6][c:7]([O:11][CH2:12][CH2:13][CH2:14][N:15]([CH2:16][CH:17]([c:18]2[cH:19][cH:20][cH:21][cH:22][cH:23]2)[c:24]2[cH:25][cH:26][cH:27][cH:28][cH:29]2)[CH2:30][c:31]2[c:32]([Cl:41])[c:33]([C:37]([F:38])([F:39])[F:40])[cH:34][cH:35][cH:36]2)[cH:8][cH:9][cH:10]1)([CH2:43][CH3:44])[CH2:52][CH3:53])=[O:42]. Starting materials: BrC1=CC=C(C=C1)[C@H](C)N1C(O[C@](CC1)(C1=CC=CC=C1)CCCO)=O ((R)-3-((S)-1-(4-bromophenyl)ethyl)-6-(3-hydroxypropyl)-6-phenyl-1,3-oxazinan-2-one), BrC1=CC(=[N+](C(=C1)C)[O-])C (4-bromo-2,6-dimethylpyridine-N-oxide). Product: OCCC[C@@]1(CCN(C(O1)=O)[C@@H](C)C1=CC=C(C=C1)C1=CC(=[N+](C(=C1)C)[O-])C)C1=CC=CC=C1 (4-(4-((S)-1-((R)-6-(3-hydroxypropyl)-2-oxo-6-phenyl-1,3-oxazinan-3-yl)ethyl)phenyl)-2,6-dimethylpyridine 1-oxide). As a reaction SMILES: Br[C:2]1[CH:7]=[CH:6][C:5]([C@@H:8]([N:10]2[CH2:15][CH2:14][C@:13]([CH2:22][CH2:23][CH2:24][OH:25])([C:16]3[CH:21]=[CH:20][CH:19]=[CH:18][CH:17]=3)[O:12][C:11]2=[O:26])[CH3:9])=[CH:4][CH:3]=1.Br[C:28]1[CH:33]=[C:32]([CH3:34])[N+:31]([O-:35])=[C:30]([CH3:36])[CH:29]=1>>[OH:25][CH2:24][CH2:23][CH2:22][C@@:13]1([C:16]2[CH:21]=[CH:20][CH:19]=[CH:18][CH:17]=2)[O:12][C:11](=[O:26])[N:10]([C@H:8]([C:5]2[CH:6]=[CH:7][C:2]([C:28]3[CH:33]=[C:32]([CH3:34])[N+:31]([O-:35])=[C:30]([CH3:36])[CH:29]=3)=[CH:3][CH:4]=2)[CH3:9])[CH2:15][CH2:14]1. Procedure: The title compound was prepared from (R)-3-((S)-1-(4-bromophenyl)ethyl)-6-(3-hydroxypropyl)-6-phenyl-1,3-oxazinan-2-one following procedures analogous to those described in Example 313 Steps 3 and 4 using 4-bromo-2,6-dimethylpyridine-N-oxide in Step 4. LC-MS Method 2 tR=1.086, m/z=461.1; 1H NMR (CDCl3) 1.34 (m, 1H), 1.50 (d, 3H), 1.61-1.72 (m, 2H), 1.88-2.00 (m, 2H), 2.18 (m, 1H), 2.22-2.34 (m, 2H), 2.62 (s, 6H), 2.88 (m, 1H), 3.51 (t, 2H), 5.65 (m, 1H), 6.93 (d, 2H), 7.21 (m, 1H), 7.26 (m, 4H),...